This data is from the Open Reaction Database (ORD), a public repository of structured organic reaction records. The task is: describe an organic reaction: reactants, conditions, products, and yield The reactants are C(C)OC1=C(C(=O)Cl)C=CC=C1 (2-Ethoxybenzoyl chloride), NC=1C(=NC=CC1CCC)C(=O)N (3-amino-4-n-propylpridine-2-carboxamide). The solvent is N1=CC=CC=C1 (pyridine). Conditions: time 4 hour. Product: C(C)OC1=C(C(=O)NC=2C(=NC=CC2CCC)C(=O)N)C=CC=C1 (3-(2-Ethoxybenzoylamino)-4-n-propylpyridine-2-carboxamide). Yield: 51.9%. As a reaction SMILES: [CH2:1]([O:3][C:4]1[CH:12]=[CH:11][CH:10]=[CH:9][C:5]=1[C:6](Cl)=[O:7])[CH3:2].[NH2:13][C:14]1[C:15]([C:23]([NH2:25])=[O:24])=[N:16][CH:17]=[CH:18][C:19]=1[CH2:20][CH2:21][CH3:22]>N1C=CC=CC=1>[CH2:1]([O:3][C:4]1[CH:12]=[CH:11][CH:10]=[CH:9][C:5]=1[C:6]([NH:13][C:14]1[C:15]([C:23]([NH2:25])=[O:24])=[N:16][CH:17]=[CH:18][C:19]=1[CH2:20][CH2:21][CH3:22])=[O:7])[CH3:2]. Reported procedure: 2-Ethoxybenzoyl chloride (2.96 g, 0.016 mol) was added dropwise to a stirred solution of 3-amino-4-n-propylpridine-2-carboxamide (Preparation 6; 1.43 g, 0.008 mol) in pyridine (40 ml) at 0° C. The mixture was stirred at ambient temperature for 4 hours and then the solvent evaporated under vacuum. The residue was dissolved in dichloromethane (100 ml), the solution washed with saturated aqueous sodium carbonate solution (100 ml) and the aqueous phase then washed with dichloromethane (2×25 ml). The... The reactants are FC(C1CC(CCC1)N)(F)F (3-trifluoromethyl-cyclohexylamine), C(C)(C)C1=C(C(=CC=C1)C(C)C)N=C=S (2,6-diisopropyl-phenyl isothiocyanate), Cl (hydrochloric acid). Run at time 12 hour. The product is C(C)(C)C1=C(C(=CC=C1)C(C)C)NC(=S)NC1CC(CCC1)C(F)(F)F (N-(2,6-Diisopropyl-phenyl)-N'-(3-trifluoromethyl-cyclohexyl)thiourea). Reaction SMILES: [F:1][C:2]([F:11])([F:10])[CH:3]1[CH2:8][CH2:7][CH2:6][CH:5]([NH2:9])[CH2:4]1.[CH:12]([C:15]1[CH:20]=[CH:19][CH:18]=[C:17]([CH:21]([CH3:23])[CH3:22])[C:16]=1[N:24]=[C:25]=[S:26])([CH3:14])[CH3:13].Cl>>[CH:12]([C:15]1[CH:20]=[CH:19][CH:18]=[C:17]([CH:21]([CH3:22])[CH3:23])[C:16]=1[NH:24][C:25]([NH:9][CH:5]1[CH2:6][CH2:7][CH2:8][CH:3]([C:2]([F:10])([F:11])[F:1])[CH2:4]1)=[S:26])([CH3:13])[CH3:14]. Procedure details: 16.0 g of 3-trifluoromethyl-cyclohexylamine are taken and 18.0 g of 2,6-diisopropyl-phenyl isothiocyanate are introduced whilst stirring. The reaction commences with slight evolution of heat. The mixture is left to stand for 12 hours and is then stirred with dilute hydrochloric acid. The crystalline product is filtered off, triturated with dilute methanol, filtered off and dried. The compound is obtained in the form of a stereomer mixture of melting point 67°-75° C.; yield 27 g. The elementary a... Yield: 38.2%. Procedure details: (3R, 5S)-1-(tert-Butoxycarbonyl)-5-[{[1-(4-methoxybutyl)-1H-benzimidazol-2-yl]carbonyl}(2-methylpropyl)amino]piperidine-3-carboxylic acid (265 mg), phenylenediamine (54 mg), 1H-benzotriazol-1-ol (95 mg) and N,N-diisopropylethylamine (259 μl) were dissolved in DMF (5 ml), WSC.HCl (144 mg) was added and the mixture was stirred at room temperature for 15 hr. The reaction mixture was diluted with aqueous sodium bicarbonate, and extracted with ethyl acetate. The extract was washed successively with w... As a reaction SMILES: [C:1]([O:5][C:6]([N:8]1[CH2:13][C@@H:12]([N:14]([C:19]([C:21]2[N:25]([CH2:26][CH2:27][CH2:28][CH2:29][O:30][CH3:31])[C:24]3[CH:32]=[CH:33][CH:34]=[CH:35][C:23]=3[N:22]=2)=[O:20])[CH2:15][CH:16]([CH3:18])[CH3:17])[CH2:11][C@@H:10]([C:36](O)=O)[CH2:9]1)=[O:7])([CH3:4])([CH3:3])[CH3:2].[C:39]1([NH2:46])[CH:44]=[CH:43][CH:42]=[CH:41][C:40]=1[NH2:45].N1(O)C2C=CC=CC=2N=N1.C(N(CC)C(C)C)(C)C.CCN=C=NCCCN(C)C.Cl>CN(C=O)C.C(=O)(O)[O-].[Na+]>[NH:45]1[C:40]2[CH:41]=[CH:42][CH:43]=[CH:44][C:39]=2[N:46]=[C:36]1[C@@H:10]1[CH2:11][C@H:12]([N:14]([C:19]([C:21]2[N:25]([CH2:26][CH2:27][CH2:28][CH2:29][O:30][CH3:31])[C:24]3[CH:32]=[CH:33][CH:34]=[CH:35][C:23]=3[N:22]=2)=[O:20])[CH2:15][CH:16]([CH3:18])[CH3:17])[CH2:13][N:8]([C:6]([O:5][C:1]([CH3:3])([CH3:4])[CH3:2])=[O:7])[CH2:9]1 |f:4.5,7.8|. Reactants: C(C)(C)(C)OC(=O)N1C[C@@H](C[C@@H](C1)N(CC(C)C)C(=O)C1=NC2=C(N1CCCCOC)C=CC=C2)C(=O)O ((3R, 5S)-1-(tert-Butoxycarbonyl)-5-[{[1-(4-methoxybutyl)-1H-benzimidazol-2-yl]carbonyl}(2-methylpropyl)amino]piperidine-3-carboxylic acid), C1(=C(C=CC=C1)N)N (phenylenediamine), N1(N=NC2=C1C=CC=C2)O (1H-benzotriazol-1-ol), C(C)(C)N(C(C)C)CC (N,N-diisopropylethylamine), CCN=C=NCCCN(C)C.Cl (WSC.HCl). The solvent is CN(C)C=O (DMF), C([O-])(O)=O.[Na+] (sodium bicarbonate). Product: N1C(=NC2=C1C=CC=C2)[C@H]2CN(C[C@H](C2)N(CC(C)C)C(=O)C2=NC1=C(N2CCCCOC)C=CC=C1)C(=O)OC(C)(C)C (tert-butyl (3R, 5S)-3-(1H-benzimidazol-2-yl)-5-[{[1-(4-methoxybutyl)-1H-benzimidazol-2-yl]carbonyl}(2-methylpropyl)amino]piperidine-1-carboxylate). Run at time 15 hour. Yields the product Cc1ccc([N+](=O)[O-])c(OC(F)C(F)(F)F)c1. Reaction SMILES: [CH3:24][C:25](=[O:26])[OH:27].[F:1][CH:2]([C:3]([F:4])([F:5])[F:6])[O:7][c:8]1[cH:9][c:10]([CH3:14])[cH:11][cH:12][cH:13]1.[OH:15][N+:16]([O-:17])=[O:18].[S:19](=[O:20])(=[O:21])([OH:22])[OH:23]>>[F:1][CH:2]([C:3]([F:4])([F:5])[F:6])[O:7][c:8]1[cH:9][c:10]([CH3:14])[cH:11][cH:12][c:13]1[N+:16](=[O:15])[O-:17]. Starting materials: CC(=O)O, Cc1cccc(OC(F)C(F)(F)F)c1, O=[N+]([O-])O, O=S(=O)(O)O. The reactants are CC(C)C[AlH]CC(C)C, COC(=O)c1cnc(C(F)(F)F)c(C)c1, CO, ClCCl. The product is Cc1cc(CO)cnc1C(F)(F)F. Reaction SMILES: [CH3:16][CH:17]([CH2:18][AlH:19][CH2:20][CH:21]([CH3:22])[CH3:23])[CH3:24].[CH3:1][c:2]1[cH:3][c:4]([C:12](=[O:13])[O:14][CH3:15])[cH:5][n:6][c:7]1[C:8]([F:9])([F:10])[F:11].[CH3:28][OH:29].[Cl:25][CH2:26][Cl:27]>>[CH3:1][c:2]1[cH:3][c:4]([CH2:12][OH:13])[cH:5][n:6][c:7]1[C:8]([F:9])([F:10])[F:11]. Reactants: Methyl (2RS,3S)-3-tert-butoxycarbonylamino-2-acetylthio-3-(2-fluorophenyl) propionate, C(C)(C)(C)OC(=O)N[C@H]([C@H](C(=O)OC)OS(=O)(=O)C1=CC=C(C)C=C1)C1=C(C=CC=C1)F (methyl (2R,3S)-3-tert-butoxycarbonylamino-2-tosyloxy-3-(2-fluorophenyl)propionate), C(C)(=S)[O-].[K+] (potassium thioacetate). Yields the product C(C)(C)(C)OC(=O)N[C@H](C(C(=O)OC)SC(C)=O)C1=CC=CC=C1 (methyl (2RS,3S)-3-tert-butoxycarbonylamino-2-acetylthio-3-phenylpropionate). Yield: 43.2%. RXN SMILES: [C:1]([O:5][C:6]([NH:8][C@@H:9]([C:26]1[CH:31]=[CH:30][CH:29]=[CH:28][C:27]=1F)[C@@H:10](OS(C1C=CC(C)=CC=1)(=O)=O)[C:11]([O:13][CH3:14])=[O:12])=[O:7])([CH3:4])([CH3:3])[CH3:2].[C:33]([O-:36])(=[S:35])[CH3:34].[K+]>>[C:1]([O:5][C:6]([NH:8][C@@H:9]([C:26]1[CH:27]=[CH:28][CH:29]=[CH:30][CH:31]=1)[CH:10]([S:35][C:33](=[O:36])[CH3:34])[C:11]([O:13][CH3:14])=[O:12])=[O:7])([CH3:2])([CH3:3])[CH3:4] |f:1.2|. Procedure: Methyl (2RS,3S)-3-tert-butoxycarbonylamino-2-acetylthio-3-(2-fluorophenyl) propionate may be prepared in a similar manner to that described in Example 1G, but starting with 30 g of methyl (2R,3S)-3-tert-butoxycarbonylamino-2-tosyloxy-3-(2-fluorophenyl)propionate and 17.2 g of potassium thioacetate. 9.8 g of methyl (2RS,3S)-3-tert-butoxycarbonylamino-2-acetylthio-3-phenylpropionate are thus obtained in the form of a red oil which is used without further purification in the subsequent syntheses.